Dataset: the Open Reaction Database (ORD), a public repository of structured organic reaction records. Task: describe an organic reaction: reactants, conditions, products, and yield The reactants are BrC=1C=C(C=C(C1)F)CO ((3-Bromo-5-fluorophenyl)methanol), C1(=CC=CC=C1)P(C1=CC=CC=C1)C1=CC=CC=C1 (triphenylphosphine), BrN1C(CCC1=O)=O (N-Bromosuccinimide). Solvent: O1CCCC1 (tetrahydrofuran), C(C)(=O)OCC (ethyl acetate). Reaction conditions: temperature 0 celsius, time 16 hour. Product: BrC1=CC(=CC(=C1)F)CBr (1-Bromo-3-(bromomethyl)-5-fluorobenzene). RXN SMILES: [Br:1][C:2]1[CH:3]=[C:4]([CH2:9]O)[CH:5]=[C:6]([F:8])[CH:7]=1.C1(P(C2C=CC=CC=2)C2C=CC=CC=2)C=CC=CC=1.[Br:30]N1C(=O)CCC1=O>O1CCCC1.C(OCC)(=O)C>[Br:1][C:2]1[CH:7]=[C:6]([F:8])[CH:5]=[C:4]([CH2:9][Br:30])[CH:3]=1. Procedure: (3-Bromo-5-fluorophenyl)methanol (0.78 g, 3.8 mmol) and triphenylphosphine (2.0 g, 7.6 mmol) were combined in tetrahydrofuran (20 mL) and cooled to 0° C. N-Bromosuccinimide (1.4 g, 7.98 mmol) was introduced in portions and the reaction allowed to warm to room temperature. After 16 h, the reaction mixture was diluted with ethyl acetate, washed with concentrated sodium bicarbonate (2×), then brine (2×), dried over sodium sulfate, and concentrated. Column chromatography on silica gel (5% ethyl acet... Starting materials: O=C([O-])[O-], C1COCCO1, [Cl-], C=C(B(O)O)C(F)(F)F, Ic1ccncc1, [K+], [K+], [NH4+]. Product: C=C(c1ccncc1)C(F)(F)F. As a reaction SMILES: [C:8](=[O:9])([O-:10])[O-:11].[CH2:25]1[O:26][CH2:27][CH2:28][O:29][CH2:30]1.[Cl-:23].[F:14][C:15]([C:16](=[CH2:17])[B:18]([OH:19])[OH:20])([F:21])[F:22].[I:1][c:2]1[cH:3][cH:4][n:5][cH:6][cH:7]1.[K+:12].[K+:13].[NH4+:24]>>[c:2]1([C:16]([C:15]([F:14])([F:21])[F:22])=[CH2:17])[cH:3][cH:4][n:5][cH:6][cH:7]1. Starting materials: C(C)(=O)OC1=CC(=CC=C1)C(=O)NCCN1C(C=CC(=C1)C(C1=CC=CC=C1)C1=CC=CC=C1)=O (3-[({2-[5-(diphenylmethyl)-2-oxo-1(2H)-pyridinyl]ethyl}amino)carbonyl]phenyl acetate), C(=O)([O-])[O-].[K+].[K+] (K2CO3). The solvent is O (water), CO (MeOH). Reaction conditions: time 15 minute. The product is C1(=CC=CC=C1)C(C=1C=CC(N(C1)CCNC(C1=CC(=CC=C1)O)=O)=O)C1=CC=CC=C1 (N-{2-[5-(diphenylmethyl)-2-oxo-1(2H)-pyridinyl]ethyl}-3-hydroxybenzamide). The yield is 99.9%. Reaction SMILES: C([O:4][C:5]1[CH:10]=[CH:9][CH:8]=[C:7]([C:11]([NH:13][CH2:14][CH2:15][N:16]2[CH:21]=[C:20]([CH:22]([C:29]3[CH:34]=[CH:33][CH:32]=[CH:31][CH:30]=3)[C:23]3[CH:28]=[CH:27][CH:26]=[CH:25][CH:24]=3)[CH:19]=[CH:18][C:17]2=[O:35])=[O:12])[CH:6]=1)(=O)C.C([O-])([O-])=O.[K+].[K+]>CO.O>[C:23]1([CH:22]([C:29]2[CH:30]=[CH:31][CH:32]=[CH:33][CH:34]=2)[C:20]2[CH:19]=[CH:18][C:17](=[O:35])[N:16]([CH2:15][CH2:14][NH:13][C:11](=[O:12])[C:7]3[CH:8]=[CH:9][CH:10]=[C:5]([OH:4])[CH:6]=3)[CH:21]=2)[CH:28]=[CH:27][CH:26]=[CH:25][CH:24]=1 |f:1.2.3|. Reported procedure: To a solution of 3-[({2-[5-(diphenylmethyl)-2-oxo-1(2H)-pyridinyl]ethyl}amino)carbonyl]phenyl acetate (77.0 mg) in MeOH (2.3 mL) was added portionwise K2CO3 (68.4 mg) at ambient temperature and the mixture was stirred at the same temperature for 15 minutes. The resulting mixture was diluted with water (5.0 mL) and the aqueous solution was extracted with EtOAc (10.0 mL). The organic layer was washed successively with 1M HCl aqueous solution, saturated NaHCO3 aqueous solution and brine, dried over... Reactants: CO, O=Cc1nc2nc(Cl)nc(N3CCOCC3)c2s1. Yields the product OCc1nc2nc(Cl)nc(N3CCOCC3)c2s1. RXN SMILES: [CH3:19][OH:20].[Cl:1][c:2]1[n:3][c:4]([N:13]2[CH2:14][CH2:15][O:16][CH2:17][CH2:18]2)[c:5]2[c:6]([n:7]1)[n:8][c:9]([CH:11]=[O:12])[s:10]2>>[Cl:1][c:2]1[n:3][c:4]([N:13]2[CH2:14][CH2:15][O:16][CH2:17][CH2:18]2)[c:5]2[c:6]([n:7]1)[n:8][c:9]([CH2:11][OH:12])[s:10]2. Reactants: FC1=CC=C(C=C1)C(C(C(=O)OCC)CC1=CC2=C(OC(C(O2)(F)F)(F)F)C=C1)=O (ethyl 3-(4-fluorophenyl)-3-oxo-2-[(2,2,3,3-tetrafluoro-2,3-dihydro-1,4-benzodioxin-6-yl)methyl]propanoate), C(O)([O-])=O.[Na+] (sodium hydrogen carbonate), Cl (hydrochloric acid), [BH4-].[Na+] (sodium borohydride). Reagents/catalysts: [Cl-].[Zn+2].[Cl-] (zinc chloride). Solvent: C(C)OCC (diethyl ether), O (water), C(C)OCC (diethyl ether). Reaction conditions: time 30 minute. Yields the product FC1=CC=C(C=C1)C(C(C(=O)OCC)CC1=CC2=C(OC(C(O2)(F)F)(F)F)C=C1)O (ethyl (2RS,3RS)-3-(4-fluorophenyl)-3-hydroxy-2-[(2,2,3,3-tetrafluoro-2,3-dihydro-1,4-benzodioxin-6-yl)methyl]propanoate). As a reaction SMILES: [BH4-].[Na+].[F:3][C:4]1[CH:9]=[CH:8][C:7]([C:10](=[O:32])[CH:11]([CH2:17][C:18]2[CH:31]=[CH:30][C:21]3[O:22][C:23]([F:29])([F:28])[C:24]([F:27])([F:26])[O:25][C:20]=3[CH:19]=2)[C:12]([O:14][CH2:15][CH3:16])=[O:13])=[CH:6][CH:5]=1.Cl.C(=O)([O-])O.[Na+]>C(OCC)C.[Cl-].[Zn+2].[Cl-].O>[F:3][C:4]1[CH:9]=[CH:8][C:7]([CH:10]([OH:32])[CH:11]([CH2:17][C:18]2[CH:31]=[CH:30][C:21]3[O:22][C:23]([F:28])([F:29])[C:24]([F:27])([F:26])[O:25][C:20]=3[CH:19]=2)[C:12]([O:14][CH2:15][CH3:16])=[O:13])=[CH:6][CH:5]=1 |f:0.1,4.5,7.8.9|. Procedure: To a solution of zinc chloride (2.79 g, 20.5 mmol) in diethyl ether (100 ml) was added sodium borohydride (1.55 g, 40.9 mmol), and the mixture was stirred at room temperature for 30 min. Insoluble material was filtered off, and to the filtrate was added a solution of ethyl 3-(4-fluorophenyl)-3-oxo-2-[(2,2,3,3-tetrafluoro-2,3-dihydro-1,4-benzodioxin-6-yl)methyl]propanoate (4.4 g, 10.2 mmol) in diethyl ether (50 ml) at 0° C. The mixture was stirred for 30 min. and 1N hydrochloric acid was added to...